From a dataset of the Open Reaction Database (ORD), a public repository of structured organic reaction records. describe an organic reaction: reactants, conditions, products, and yield RXN SMILES: [CH3:1][C:2]1[CH:7]=[CH:6][CH:5]=[CH:4][C:3]=1[N:8]1[C:20]2[C:19]3[CH:18]=[CH:17][CH:16]=[C:15]([CH3:21])[C:14]=3[N:13]=[C:12](Cl)[C:11]=2[CH2:10][CH2:9]1>C(O)C.[Pd]>[CH3:1][C:2]1[CH:7]=[CH:6][CH:5]=[CH:4][C:3]=1[N:8]1[C:20]2[C:19]3[CH:18]=[CH:17][CH:16]=[C:15]([CH3:21])[C:14]=3[N:13]=[CH:12][C:11]=2[CH2:10][CH2:9]1. The reagents and catalysts are [Pd] (palladium on charcoal). Yield: 8.3%. The reactants are CC1=C(C=CC=C1)N1CCC=2C(=NC=3C(=CC=CC3C21)C)Cl (1-(2-Methylphenyl)-4-chloro-6-methyl-2,3-dihydropyrrolo[3,2-c]quinoline). The solvent is C(C)O (ethanol). The product is CC1=C(C=CC=C1)N1CCC=2C=NC=3C(=CC=CC3C21)C (1-(2-methylphenyl)-6-methyl-2,3-dihydropyrrolo[3,2-c]quinoline). Reported procedure: 1-(2-Methylphenyl)-4-chloro-6-methyl-2,3-dihydropyrrolo[3,2-c]quinoline (1.5 g) in ethanol (100 ml) was hydrogenated over 10% palladium on charcoal (0 25 g) at an initial pressure of 3 bar. After 7 hours the mixture was filtered through celite and evaporated. Conversion to free base and recrystallisation from ethyl acetate/petroleum ether yielded 1-(2-methylphenyl)-6-methyl-2,3-dihydropyrrolo[3,2-c]quinoline (0.11 g, 31%), m.p. 109°-110°. As a reaction SMILES: [Br:1][C:2]1[N:7]2[CH:8]=[CH:9][N:10]=[C:6]2[C:5](Br)=[N:4][CH:3]=1.[N:12]1([C:18]2[CH:19]=[CH:20][C:21]([NH2:24])=[N:22][CH:23]=2)[CH2:17][CH2:16][O:15][CH2:14][CH2:13]1.CC([O-])(C)C.[Na+].CC1(C)C2C(=C(P(C3C=CC=CC=3)C3C=CC=CC=3)C=CC=2)OC2C(P(C3C=CC=CC=3)C3C=CC=CC=3)=CC=CC1=2>C1(C)C=CC=CC=1.C1C=CC(/C=C/C(/C=C/C2C=CC=CC=2)=O)=CC=1.C1C=CC(/C=C/C(/C=C/C2C=CC=CC=2)=O)=CC=1.C1C=CC(/C=C/C(/C=C/C2C=CC=CC=2)=O)=CC=1.[Pd].[Pd]>[Br:1][C:2]1[N:7]2[CH:8]=[CH:9][N:10]=[C:6]2[C:5]([NH:24][C:21]2[CH:20]=[CH:19][C:18]([N:12]3[CH2:13][CH2:14][O:15][CH2:16][CH2:17]3)=[CH:23][N:22]=2)=[N:4][CH:3]=1 |f:2.3,6.7.8.9.10|. Starting materials: CC1(C2=C(C(=CC=C2)P(C3=CC=CC=C3)C4=CC=CC=C4)OC5=C(C=CC=C51)P(C6=CC=CC=C6)C7=CC=CC=C7)C (Xantphos), compound 90, CC(C)(C)[O-].[Na+] (NaOtBu), BrC1=CN=C(C=2N1C=CN2)Br (5,8-dibromo-imidazo[1,2-a]pyrazine), N1(CCOCC1)C=1C=CC(=NC1)N (5-morpholin-4-yl-pyridin-2-ylamine). Procedure: In the same way as described for compound 90, step 1, using 5,8-dibromo-imidazo[1,2-a]pyrazine (0.4 g, 1.45 mmol), 5-morpholin-4-yl-pyridin-2-ylamine (0.258 g, 1.23 mmol), NaOtBu (0.19 g, 2.04 mmol), Pd2dba3 (0.053 g, 0.058 mmol) and Xantphos (0.067 g, 0.116 mmol) in toluene (6 mL). After removing the solvent in vacuo, the mixture is purified by silica gel column chromatography eluting with 1:4 petroleum ether:ethyl acetate followed by 99:1 DCM:NH3 (7M in MeOH). The title compound is isolated (2... Run in C1(=CC=CC=C1)C (toluene). Reagents/catalysts: C=1C=CC(=CC1)/C=C/C(=O)/C=C/C2=CC=CC=C2.C=1C=CC(=CC1)/C=C/C(=O)/C=C/C2=CC=CC=C2.C=1C=CC(=CC1)/C=C/C(=O)/C=C/C2=CC=CC=C2.[Pd].[Pd] (Pd2dba3). Yields the product BrC1=CN=C(C=2N1C=CN2)NC2=NC=C(C=C2)N2CCOCC2 ((5-Bromo-imidazo[1,2-a]pyrazin-8-yl)-(5-morpholin-4-yl-pyridin-2-yl)-amine). Reactants: COC=1C=C2C(=CC=NC2=CC1OC)OC1=CC=C(N)C=C1 (4-[(6,7-Dimethoxy-4-quinolyl)oxy]aniline), ClC(Cl)(OC(OC(Cl)(Cl)Cl)=O)Cl (triphosgene), C([O-])(O)=O.[Na+] (sodium bicarbonate), C(C)N(CCCO)CC (3-(diethylamino)-1-propanol). The solvent is C(C)N(CC)CC (triethylamine), C1(=CC=CC=C1)C (toluene), C(Cl)Cl (methylene chloride). Product: COC=1C=C2C(=CC=NC2=CC1OC)OC1=CC=C(C=C1)NC(OCCCN(CC)CC)=O (3-(Diethylamino)propyl N-{4-[(6,7-dimethoxy-4-quinolyl)oxy]phenyl}carbamate). The yield is 41.8%. Reaction SMILES: [CH3:1][O:2][C:3]1[CH:4]=[C:5]2[C:10](=[CH:11][C:12]=1[O:13][CH3:14])[N:9]=[CH:8][CH:7]=[C:6]2[O:15][C:16]1[CH:22]=[CH:21][C:19]([NH2:20])=[CH:18][CH:17]=1.Cl[C:24](Cl)([O:26][C:27](=[O:33])OC(Cl)(Cl)Cl)Cl.[CH2:35]([N:37]([CH2:42][CH3:43])[CH2:38][CH2:39]CO)[CH3:36].C(=O)(O)[O-].[Na+]>C(Cl)Cl.C(N(CC)CC)C.C1(C)C=CC=CC=1>[CH3:1][O:2][C:3]1[CH:4]=[C:5]2[C:10](=[CH:11][C:12]=1[O:13][CH3:14])[N:9]=[CH:8][CH:7]=[C:6]2[O:15][C:16]1[CH:22]=[CH:21][C:19]([NH:20][C:27](=[O:33])[O:26][CH2:24][CH2:36][CH2:35][N:37]([CH2:42][CH3:43])[CH2:38][CH3:39])=[CH:18][CH:17]=1 |f:3.4|. Reported procedure: 4-[(6,7-Dimethoxy-4-quinolyl)oxy]aniline (50 mg) was added to toluene (5 ml), and triethylamine (0.5 ml), and the mixture was heated under reflux to prepare a solution. A solution of triphosgene (77 mg) in methylene chloride was then added thereto, and the mixture was heated under reflux for 10 min. Next, 3-(diethylamino)-1-propanol (34 mg) was added thereto, and the mixture was further stirred with heating under reflux for 3 hr. A saturated aqueous sodium bicarbonate solution was added to stop ... The reactants are O=C1N(C(C2=CC=CC=C12)=O)CC1=NNC2=CC=C(C=C12)NC(=O)C1CN(CC1)CC(N1CCN(CC1)C1=CC=C(C=C1)C1=NC=CC=N1)=O (1-{2-Oxo-2-[4-(4-pyrimidin-2-yl-phenyl)-piperazin-1-yl]-ethyl}-pyrrolidine-3-carboxylic acid [3-(1,3-dioxo-1,3-dihydro-isoindol-2-ylmethyl)-1H-indazol-5-yl]-amide), O=C1N(C(C2=CC=CC=C12)=O)CC1=NNC2=CC=C(C=C12)NC(=O)C1CN(CC1)CC(N1CCN(CC1)C1=CC=C(C=C1)C1=NC=CC=N1)=O (1-{2-Oxo-2-[4-(4-pyrimidin-2-yl-phenyl)-piperazin-1-yl]-ethyl}-pyrrolidine-3-carboxylic acid [3-(1,3-dioxo-1,3-dihydro-isoindol-2-ylmethyl)-1H-indazol-5-yl]-amide). Solvent: C(C)O (ethanol), O.NN (hydrazine hydrate). Yields the product NCC1=NNC2=CC=C(C=C12)NC(=O)C1CN(CC1)CC(N1CCN(CC1)C1=CC=C(C=C1)C1=NC=CC=N1)=O (1-{2-Oxo-2-[4-(4-pyrimidin-2-yl-phenyl)-piperazin-1-yl]-ethyl}-pyrrolidine-3-carboxylic acid (3-aminomethyl-1H-indazol-5-yl)-amide). The yield is 29.3%. As a reaction SMILES: O=C1C2C(=CC=CC=2)C(=O)[N:3]1[CH2:12][C:13]1[C:21]2[C:16](=[CH:17][CH:18]=[C:19]([NH:22][C:23]([CH:25]3[CH2:29][CH2:28][N:27]([CH2:30][C:31](=[O:50])[N:32]4[CH2:37][CH2:36][N:35]([C:38]5[CH:43]=[CH:42][C:41]([C:44]6[N:49]=[CH:48][CH:47]=[CH:46][N:45]=6)=[CH:40][CH:39]=5)[CH2:34][CH2:33]4)[CH2:26]3)=[O:24])[CH:20]=2)[NH:15][N:14]=1>C(O)C.O.NN>[NH2:3][CH2:12][C:13]1[C:21]2[C:16](=[CH:17][CH:18]=[C:19]([NH:22][C:23]([CH:25]3[CH2:29][CH2:28][N:27]([CH2:30][C:31](=[O:50])[N:32]4[CH2:33][CH2:34][N:35]([C:38]5[CH:43]=[CH:42][C:41]([C:44]6[N:49]=[CH:48][CH:47]=[CH:46][N:45]=6)=[CH:40][CH:39]=5)[CH2:36][CH2:37]4)[CH2:26]3)=[O:24])[CH:20]=2)[NH:15][N:14]=1 |f:2.3|. Procedure: 1-{2-Oxo-2-[4-(4-pyrimidin-2-yl-phenyl)-piperazin-1-yl]-ethyl}-pyrrolidine-3-carboxylic acid [3-(1,3-dioxo-1,3-dihydro-isoindol-2-ylmethyl)-1H-indazol-5-yl]-amide (compound 50 from Example 78, 424 mg, 0.633 mmol) was dissolved in ethanol and 0.31 ml of hydrazine hydrate. The mixture was heated at 80 C for 20 hrs and then evaporated to dryness. The mixture was chromatographed on silica gel to obtain 100 mg of title product. Reagents/catalysts: [Cu]I (CuI). Starting materials: C(C)OC(=O)C=1NC2=CC=CC=C2C1C (3-methyl-1H-indole-2-carboxylic acid ethyl ester), IC1=CC=CC=C1 (iodobenzene), CNCCNC (N,N′-dimethylethylenediamine), P(=O)([O-])([O-])[O-].[K+].[K+].[K+] (potassium phosphate). The product is C(C)OC(=O)C=1N(C2=CC=CC=C2C1C)C1=CC=CC=C1 (3-Methyl-1-phenyl-1H-indole-2-carboxylic acid ethyl ester). Reaction SMILES: [CH2:1]([O:3][C:4]([C:6]1[NH:7][C:8]2[C:13]([C:14]=1[CH3:15])=[CH:12][CH:11]=[CH:10][CH:9]=2)=[O:5])[CH3:2].I[C:17]1[CH:22]=[CH:21][CH:20]=[CH:19][CH:18]=1.CNCCNC.P([O-])([O-])([O-])=O.[K+].[K+].[K+]>[Cu]I>[CH2:1]([O:3][C:4]([C:6]1[N:7]([C:17]2[CH:22]=[CH:21][CH:20]=[CH:19][CH:18]=2)[C:8]2[C:13]([C:14]=1[CH3:15])=[CH:12][CH:11]=[CH:10][CH:9]=2)=[O:5])[CH3:2] |f:3.4.5.6|. Reported procedure: Prepared in analogy to that of Example 1(a) from 3-methyl-1H-indole-2-carboxylic acid ethyl ester, iodobenzene, CuI, N,N′-dimethylethylenediamine, and potassium phosphate. 1H NMR (200 MHz, CDCl3): δ (ppm)=7.7-7.0 (m, 9H), 4.15 (q, 2H, J=7.1 Hz), 2.67 (s, 3H), 1.10 (t, 3H, J=7.1 Hz).